From a dataset of the Open Reaction Database (ORD), a public repository of structured organic reaction records. describe an organic reaction: reactants, conditions, products, and yield Reactants: FC1=CC=2C3C(C(NC2C=C1)=O)CCC3 (8-fluoro-1,2,3,3a,5,9b-hexahydrocyclopenta[c]quinolin-4-one), COC=1C=CC(=CC1)P2(=S)SP(=S)(S2)C=3C=CC(=CC3)OC (Lawesson's reagent). Product: FC1=CC=2C3C(C(NC2C=C1)=S)CCC3 (8-Fluoro-1,2,3,3a,5,9b-hexahydrocyclopenta[c]quinoline-4-thione). The yield is 79.7%. Reaction SMILES: [F:1][C:2]1[CH:11]=[CH:10][C:9]2[NH:8][C:7](=O)[CH:6]3[CH2:13][CH2:14][CH2:15][CH:5]3[C:4]=2[CH:3]=1.COC1C=CC(P2(SP(C3C=CC(OC)=CC=3)(=S)S2)=[S:25])=CC=1>>[F:1][C:2]1[CH:11]=[CH:10][C:9]2[NH:8][C:7](=[S:25])[CH:6]3[CH2:13][CH2:14][CH2:15][CH:5]3[C:4]=2[CH:3]=1. Procedure details: Analogously to Example 4, 8-fluoro-1,2,3,3a,5,9b-hexahydrocyclopenta[c]quinolin-4-one (280 mg, 1.36 mmol) is reacted with Lawesson's reagent (608 mg, 1.5 mmol) to form 240 mg (80%) of product. Procedure: 2.0 G. of α-(2,4-diamino-5-pyrimidinyl)-2,6-dimethoxy-p-toluic acid methyl ester were added to a solution of about 100 mg. of sodium metal in 200 ml. of absolute ethanol. The solution was heated at reflux for 48 hours and filtered. The filtrate was concentrated to 1/4 and cooled. The precipitated α-(2,4-diamino-5-pyrimidinyl)-2,6-dimethoxy-p-toluic acid ethyl ester was removed by filtration under vacuum and recrystallized from ethanol, m.p. 201°-202°. The reactants are COC(=O)C1=CC(=C(C(=C1)OC)CC=1C(=NC(=NC1)N)N)OC (α-(2,4-diamino-5-pyrimidinyl)-2,6-dimethoxy-p-toluic acid methyl ester), [Na] (sodium), C(C)O (ethanol). Product: C(C)OC(=O)C1=CC(=C(C(=C1)OC)CC=1C(=NC(=NC1)N)N)OC (α-(2,4-diamino-5-pyrimidinyl)-2,6-dimethoxy-p-toluic acid ethyl ester). Reaction SMILES: [CH3:1][O:2][C:3]([C:5]1[CH:10]=[C:9]([O:11][CH3:12])[C:8]([CH2:13][C:14]2[C:15]([NH2:21])=[N:16][C:17]([NH2:20])=[N:18][CH:19]=2)=[C:7]([O:22][CH3:23])[CH:6]=1)=[O:4].[Na].[CH2:25](O)C>>[CH2:1]([O:2][C:3]([C:5]1[CH:6]=[C:7]([O:22][CH3:23])[C:8]([CH2:13][C:14]2[C:15]([NH2:21])=[N:16][C:17]([NH2:20])=[N:18][CH:19]=2)=[C:9]([O:11][CH3:12])[CH:10]=1)=[O:4])[CH3:25] |^1:23|. Starting materials: COC(=O)C(Br)CC1CCCC1, O=c1[nH]ncc(Cl)c1Cl, [H-], [Na+], C1CCOC1. Yields the product COC(=O)C(CC1CCCC1)n1ncc(Cl)c(Cl)c1=O. Reaction SMILES: [CH3:12][O:13][C:14]([CH:15]([CH2:16][CH:17]1[CH2:18][CH2:19][CH2:20][CH2:21]1)[Br:22])=[O:23].[Cl:1][c:2]1[c:3](=[O:9])[nH:4][n:5][cH:6][c:7]1[Cl:8].[H-:10].[Na+:11].[O:24]1[CH2:25][CH2:26][CH2:27][CH2:28]1>>[Cl:1][c:2]1[c:3](=[O:9])[n:4]([CH:15]([C:14]([O:13][CH3:12])=[O:23])[CH2:16][CH:17]2[CH2:18][CH2:19][CH2:20][CH2:21]2)[n:5][cH:6][c:7]1[Cl:8]. Starting materials: C(C)(=O)C1=CC2=C(N(C(=N2)CC)C2=CC=C(C=C2)CCNC(=O)NS(=O)(=O)C2=CC=C(C=C2)C)C=C1 (5-Acetyl-2-ethyl-1-(4-{2-[({[(4-methylphenyl)sulfonyl]amino}carbonyl)amino]ethyl}phenyl)-1H-benzimidazole), C[Mg]I (MeMgI), O (water). The solvent is O1CCCC1 (tetrahydrofurane). Run at temperature 0 celsius, time 1 hour. Yields the product C(C)C1=NC2=C(N1C1=CC=C(C=C1)CCNC(=O)NS(=O)(=O)C1=CC=C(C=C1)C)C=CC(=C2)C(C)(C)O (N-{[(2-{4-[2-ethyl-5-(1-hydroxy-1-methylethyl)-1H-benzimidazol-1-yl]phenyl}ethyl)amino]carbonyl}-4-methylbenzenesulfonamide). Yield: 101.1%. As a reaction SMILES: [C:1]([C:4]1[CH:36]=[CH:35][C:7]2[N:8]([C:13]3[CH:18]=[CH:17][C:16]([CH2:19][CH2:20][NH:21][C:22]([NH:24][S:25]([C:28]4[CH:33]=[CH:32][C:31]([CH3:34])=[CH:30][CH:29]=4)(=[O:27])=[O:26])=[O:23])=[CH:15][CH:14]=3)[C:9]([CH2:11][CH3:12])=[N:10][C:6]=2[CH:5]=1)(=[O:3])[CH3:2].[CH3:37][Mg]I.O>O1CCCC1>[CH2:11]([C:9]1[N:8]([C:13]2[CH:14]=[CH:15][C:16]([CH2:19][CH2:20][NH:21][C:22]([NH:24][S:25]([C:28]3[CH:33]=[CH:32][C:31]([CH3:34])=[CH:30][CH:29]=3)(=[O:26])=[O:27])=[O:23])=[CH:17][CH:18]=2)[C:7]2[CH:35]=[CH:36][C:4]([C:1]([OH:3])([CH3:37])[CH3:2])=[CH:5][C:6]=2[N:10]=1)[CH3:12]. Procedure: A solution of N-[({2-[4-(5-acetyl-2-ethyl-1H-benzimidazol-1-yl)phenyl]ethyl}amino)carbonyl]-4-methylbenzenesulfonamide (Example 78, 100 mg, 0.19 mmol) in tetrahydrofurane (15 ml) was added MeMgI (1.2 ml, 0.99 mmol) dropwise under nitrogen at 0° C. The mixture was stirred at 0° C. for 1 h and then was stirred at rt for 30 min. The mixture was added water (10 ml) and extracted with CH2Cl2(50 ml). The organic layer was washed with brine (10 ml), then dried (Na2SO4). After removal of solvent, the cr... Starting materials: OC1(CCC(CC1)N1CC(C1)NC(=O)CNC(C1=CC(=CC=C1)C(F)(F)F)=O)C1=CN=C(S1)SC (N-({1-[4-Hydroxy-4-(2-methylsulfanyl-thiazol-5-yl)-cyclohexyl]-azetidin-3-ylcarbamoyl}-methyl)-3-trifluoromethyl-benzamide), 45a, O (water), OOS(=O)[O-].[K+] (OXONE). Run in CO (MeOH). The product is OC1(CCC(CC1)N1CC(C1)NC(=O)CNC(C1=CC(=CC=C1)C(F)(F)F)=O)C1=CN=C(S1)S(=O)C (N-({1-[4-Hydroxy-4-(2-methanesulfinyl-thiazol-5-yl)-cyclohexyl]-azetidin-3-ylcarbamoyl}-methyl)-3-trifluoromethyl-benzamide). As a reaction SMILES: [OH:1][C:2]1([C:29]2[S:33][C:32]([S:34][CH3:35])=[N:31][CH:30]=2)[CH2:7][CH2:6][CH:5]([N:8]2[CH2:11][CH:10]([NH:12][C:13]([CH2:15][NH:16][C:17](=[O:28])[C:18]3[CH:23]=[CH:22][CH:21]=[C:20]([C:24]([F:27])([F:26])[F:25])[CH:19]=3)=[O:14])[CH2:9]2)[CH2:4][CH2:3]1.O.[OH:37]OS([O-])=O.[K+]>CO>[OH:1][C:2]1([C:29]2[S:33][C:32]([S:34]([CH3:35])=[O:37])=[N:31][CH:30]=2)[CH2:3][CH2:4][CH:5]([N:8]2[CH2:9][CH:10]([NH:12][C:13]([CH2:15][NH:16][C:17](=[O:28])[C:18]3[CH:23]=[CH:22][CH:21]=[C:20]([C:24]([F:25])([F:26])[F:27])[CH:19]=3)=[O:14])[CH2:11]2)[CH2:6][CH2:7]1 |f:2.3|. Reported procedure: N-({1-[4-Hydroxy-4-(2-methylsulfanyl-thiazol-5-yl)-cyclohexyl]-azetidin-3-ylcarbamoyl}-methyl)-3-trifluoromethyl-benzamide (less polar isomer, 45a, 100 mg, 0.19 mmol) in MeOH (1 mL) and water (1 mL) was treated with OXONE (Aldrich, 230 mg, 0.38 mmol) at room temperature for 6 hours. The reaction mixture was partitioned between DCM and saturate NaHCO3. The organic layer was separated and the aqueous layer was extracted 3 times with chloroform and IPA “cocktail” (˜3:1, v/v). The combined organic l... Starting materials: S1C=C(C=C1)B(O)O (Thiophene-3-boronic acid), ClC1=NC=NC(=C1)Cl (4,6-dichloropyrimidine), C([O-])([O-])=O.[Na+].[Na+] (sodium carbonate). The reagents and catalysts are C1=CC=C(C=C1)P(C2=CC=CC=C2)C3=CC=CC=C3.C1=CC=C(C=C1)P(C2=CC=CC=C2)C3=CC=CC=C3.Cl[Pd]Cl (bis(triphenylphosphine)palladium(II)dichloride). The solvent is mixed solvent. Conditions: temperature 130 celsius, time 8 hour. The product is ClC1=NC=NC(=C1)C1=CSC=C1 (4-chloro-6-thien-3-ylpyrimidine). The yield is 46.0%. Reaction SMILES: [S:1]1[CH:5]=[CH:4][C:3](B(O)O)=[CH:2]1.[Cl:9][C:10]1[CH:15]=[C:14](Cl)[N:13]=[CH:12][N:11]=1.C(=O)([O-])[O-].[Na+].[Na+]>C1C=CC(P(C2C=CC=CC=2)C2C=CC=CC=2)=CC=1.C1C=CC(P(C2C=CC=CC=2)C2C=CC=CC=2)=CC=1.Cl[Pd]Cl>[Cl:9][C:10]1[CH:15]=[C:14]([C:3]2[CH:4]=[CH:5][S:1][CH:2]=2)[N:13]=[CH:12][N:11]=1 |f:2.3.4,5.6.7|. Procedure: Thiophene-3-boronic acid (2.6 g, 20 mmol) was combined with 4,6-dichloropyrimidine (3.6 g, 24 mmol, 1.2 eq), bis(triphenylphosphine)palladium(II)dichloride (200 mg), and 3.0 g sodium carbonate in a resealable pressure flask. Sixty mL of a mixed solvent (N,N-dimethyl formamide/dimethyl ether/methanol/water 1:1:0.3:0.4 mL) was added, and the solution was purged with nitrogen prior to sealing. The reaction mixture was heated at 130° C. for three hours. The crude reaction mixture was cooled, partiti... The reactants are NC(C)=C(C(=O)OCC)C(=O)OCC (diethyl 2-(1-aminoethylidene)malonate), [O-]CC.[Na+] (sodium ethoxide), Cl (HCl), CN1C(CCC1)=O (1-methylpyrrolidin-2-one), O=P(Cl)(Cl)Cl (POCl3). The solvent is ClCCCl (DCE), ClCCCl (1,2-dichloroethane). Conditions: time 1 hour. Yields the product OC1=C2C(=NC(=C1C(=O)OCC)C)N(CC2)C (ethyl 4-hydroxy-1,6-dimethyl-2,3-dihydro-1H-pyrrolo[2,3-b]pyridine-5-carboxylate). Isolated yield 30.2%. Reaction SMILES: [CH3:1][N:2]1[CH2:6][CH2:5][CH2:4][C:3]1=O.O=P(Cl)(Cl)Cl.[NH2:13][C:14](=[C:16]([C:22](OCC)=[O:23])[C:17]([O:19][CH2:20][CH3:21])=[O:18])[CH3:15].[O-]CC.[Na+].Cl>ClCCCl>[OH:23][C:22]1[C:16]([C:17]([O:19][CH2:20][CH3:21])=[O:18])=[C:14]([CH3:15])[N:13]=[C:3]2[N:2]([CH3:1])[CH2:6][CH2:5][C:4]=12 |f:3.4|. Procedure details: A solution of 1-methylpyrrolidin-2-one (14.81 ml, 154 mmol) in anhydrous 1,2-dichloroethane (DCE) (250 ml) under a nitrogen atmosphere was added drop wise POCl3 (28.5 ml, 307 mmol) over a 10 min period and the mixture was stirred at ambient temperature. After 1 h, a solution of diethyl 2-(1-aminoethylidene)malonate (30.9 g, 154 mmol) in DCE (10 mL) was added and the mixture was heated to 40° C. After 18 h, the reaction mixture was partitioned between sat. aq. NaHCO3 and DCM. The organic later wa...